The task is: describe an organic reaction: reactants, conditions, products, and yield. This data is from the Open Reaction Database (ORD), a public repository of structured organic reaction records. Reactants: [Cl-].[Na+] (sodium chloride), CC1=CC=C(C=C1)C(=C)C(CC(F)(F)F)C (1-methyl-4-(5,5,5-trifluoro-3-methylpent-1-en-2-yl)benzene), [OH-].[Na+] (sodium hydroxide), OO (hydrogen peroxide). Solvent: C1CCOC1 (THF), O (water). Reaction conditions: time 24 hour. The product is FC(CC(C(CO)C1=CC=C(C=C1)C)C)(F)F (5,5,5-Trifluoro-3-methyl-2-(4-methylphenyl)pentan-1-ol). RXN SMILES: [CH3:1][C:2]1[CH:7]=[CH:6][C:5]([C:8]([CH:10]([CH3:16])[CH2:11][C:12]([F:15])([F:14])[F:13])=[CH2:9])=[CH:4][CH:3]=1.[OH-:17].[Na+].OO.[Cl-].[Na+]>C1COCC1.O>[F:15][C:12]([F:14])([F:13])[CH2:11][CH:10]([CH3:16])[CH:8]([C:5]1[CH:4]=[CH:3][C:2]([CH3:1])=[CH:7][CH:6]=1)[CH2:9][OH:17] |f:1.2,4.5|. Reported procedure: Under argon, 9.4 g (41.2 mmol) of 1-methyl-4-(5,5,5-trifluoro-3-methylpent-1-en-2-yl)benzene were dissolved in 130 ml of THF, 57.6 ml of a 1 M borane/THF complex solution were added and the mixture was stirred at room temperature for 24 h. With vigorous stirring, initially 79 ml of water, then 24 ml of 6 M aqueous sodium hydroxide solution and finally 14.5 ml (475 mmol) of 30% strength aqueous hydrogen peroxide solution were added. Subsequently, the reaction solution was added to 200 ml of satur... As a reaction SMILES: [CH2:25]1[O:26][CH2:27][CH2:28][CH2:29]1.[CH3:16][N:17]([P:18](=[O:19])([Cl:20])[Cl:21])[CH2:22][CH2:23][Br:24].[Li:1][CH2:2][CH2:3][CH2:4][CH3:5].[OH:6][CH2:7][CH2:8][CH:9]1[O:10][C:11]([CH3:14])([CH3:15])[O:12][CH2:13]1>>[CH2:7]([CH2:8][CH:9]1[O:10][C:11]([CH3:14])([CH3:15])[O:12][CH2:13]1)[P:18]([N:17]([CH3:16])[CH2:22][CH2:23][Br:24])(=[O:19])[Cl:20]. Starting materials: C1CCOC1, CN(CCBr)P(=O)(Cl)Cl, [Li]CCCC, CC1(C)OCC(CCO)O1. Yields the product CN(CCBr)P(=O)(Cl)CCC1COC(C)(C)O1. Procedure: Pyridinium bromide perbromide (0.0800 g, 0.25 mmol) is added to a solution of 9-(4-fluorobenzyl)-8-methyl-1,2,3,9-tetrahydro-4H-carbazol-4-one in THF (0.4 mL) and DMF (0.3 mL) and the mixture is heated to 75° C. After stirring for 8 h, THF is removed under reduced pressure and the residue is partitioned between dichloromethane and brine. The combined organic layers are washed with dilute sodium sulfate/brine and the aqueous layer is backwashed with dichloromethane. The combined organic layers ar... Starting materials: [Br-].[Li+] (lithium bromide), C([O-])([O-])=O.[Li+].[Li+] (lithium carbonate), Pyridinium bromide perbromide, FC1=CC=C(CN2C3=C(C=CC=C3C=3C(CCCC23)=O)C)C=C1 (9-(4-fluorobenzyl)-8-methyl-1,2,3,9-tetrahydro-4H-carbazol-4-one). Isolated yield 52.0%. Reaction SMILES: C1C=C[NH+]=CC=1.Br[Br-]Br.[F:10][C:11]1[CH:32]=[CH:31][C:14]([CH2:15][N:16]2[C:28]3[CH2:27][CH2:26][CH2:25][C:24](=[O:29])[C:23]=3[C:22]3[C:17]2=[C:18]([CH3:30])[CH:19]=[CH:20][CH:21]=3)=[CH:13][CH:12]=1.[Br-].[Li+].C(=O)([O-])[O-].[Li+].[Li+]>C1COCC1.CN(C=O)C>[F:10][C:11]1[CH:32]=[CH:31][C:14]([CH2:15][N:16]2[C:28]3[CH:27]=[CH:26][CH:25]=[C:24]([OH:29])[C:23]=3[C:22]3[C:17]2=[C:18]([CH3:30])[CH:19]=[CH:20][CH:21]=3)=[CH:13][CH:12]=1 |f:0.1,3.4,5.6.7|. The solvent is CN(C)C=O (DMF), C1CCOC1 (THF), CN(C)C=O (DMF). Run at temperature 75 celsius, time 8 hour. The product is FC1=CC=C(CN2C3=C(C=CC=C3C=3C(=CC=CC23)O)C)C=C1 (9-(4-Fluorobenzyl)-8-methyl-9H-carbazol-4-ol). The reactants are Cl.NO (hydroxylamine hydrochloride), C[O-].[Na+] (sodium methoxide), ClC1=C(NC2=C(C#N)C=CC=C2)C(=CC=C1C)Cl (2-(2,6-dichloro-3-methylanilino)benzonitrile). Run in CO (methanol), CO (methanol). Run at time 15 minute. The product is ClC1=C(NC2=C(C(N)=NO)C=CC=C2)C(=CC=C1C)Cl (2-(2,6-dichloro-3-methylanilino)benzamide oxime). The yield is 59.8%. Reaction SMILES: Cl.[NH2:2][OH:3].C[O-].[Na+].[Cl:7][C:8]1[C:22]([CH3:23])=[CH:21][CH:20]=[C:19]([Cl:24])[C:9]=1[NH:10][C:11]1[CH:18]=[CH:17][CH:16]=[CH:15][C:12]=1[C:13]#[N:14]>CO>[Cl:7][C:8]1[C:22]([CH3:23])=[CH:21][CH:20]=[C:19]([Cl:24])[C:9]=1[NH:10][C:11]1[CH:18]=[CH:17][CH:16]=[CH:15][C:12]=1[C:13](=[N:2][OH:3])[NH2:14] |f:0.1,2.3|. Procedure: To a room temperature solution of hydroxylamine hydrochloride (1.362 g, 19.62 mmols) in 40 mL of methanol is added sodium methoxide (1.030 g, 19.06 mmols). The mixture is stirred at room temperature for 15 minutes, then filtered. The filtrate is added to a suspension of 2-(2,6-dichloro-3-methylanilino)benzonitrile (3.109 g, 11.20 mmols) [prepared according to Juby, J. Med. Chem., 11, 111 (1968)] in 70 mL of methanol and the mixture is heated at reflux overnight. The clear yellow solution is cool...